Dataset: the Open Reaction Database (ORD), a public repository of structured organic reaction records. Task: describe an organic reaction: reactants, conditions, products, and yield Reactants: CC(C)(C)OC(=O)N1CCC2(CC1)CN(Cc1cccc(Br)c1)C(=O)O2, CCOC(C)=O, ClCCl, O=C=Nc1cc(F)ccc1F, O, O=C(O)C(F)(F)F. Yields the product O=C(Nc1cc(F)ccc1F)N1CCC2(CC1)CN(Cc1cccc(Br)c1)C(=O)O2. As a reaction SMILES: [C:1]([O:2][C:3](=[O:4])[N:8]1[CH2:9][CH2:10][C:11]2([CH2:12][N:13]([CH2:17][c:18]3[cH:19][c:20]([Br:24])[cH:21][cH:22][cH:23]3)[C:14](=[O:16])[O:15]2)[CH2:25][CH2:26]1)([CH3:5])([CH3:6])[CH3:7].[CH3:49][CH2:50][O:51][C:52]([CH3:53])=[O:54].[Cl:46][CH2:47][Cl:48].[F:34][c:35]1[c:36]([N:42]=[C:43]=[O:44])[cH:37][c:38]([F:41])[cH:39][cH:40]1.[OH2:45].[OH:27][C:28]([C:29]([F:30])([F:31])[F:32])=[O:33]>>[N:8]1([C:43]([NH:42][c:36]2[c:35]([F:34])[cH:40][cH:39][c:38]([F:41])[cH:37]2)=[O:44])[CH2:9][CH2:10][C:11]2([CH2:12][N:13]([CH2:17][c:18]3[cH:19][c:20]([Br:24])[cH:21][cH:22][cH:23]3)[C:14](=[O:16])[O:15]2)[CH2:25][CH2:26]1.